This data is from the Open Reaction Database (ORD), a public repository of structured organic reaction records. The task is: describe an organic reaction: reactants, conditions, products, and yield Reactants: O1CCN(CC1)CC=1C=C(C(=O)OC)C=CC1 (methyl 3-(morpholinomethyl)benzoate), [Li+].[OH-] (LiOH). Run in CO (MeOH), O (water). Conditions: temperature 60 celsius. Product: O1CCN(CC1)CC=1C=C(C(=O)O)C=CC1 (3-(morpholinomethyl)benzoic acid). Yield: 42.4%. RXN SMILES: [O:1]1[CH2:6][CH2:5][N:4]([CH2:7][C:8]2[CH:9]=[C:10]([CH:15]=[CH:16][CH:17]=2)[C:11]([O:13]C)=[O:12])[CH2:3][CH2:2]1.[Li+].[OH-]>CO.O>[O:1]1[CH2:2][CH2:3][N:4]([CH2:7][C:8]2[CH:9]=[C:10]([CH:15]=[CH:16][CH:17]=2)[C:11]([OH:13])=[O:12])[CH2:5][CH2:6]1 |f:1.2|. Procedure details: To a solution of methyl 3-(morpholinomethyl)benzoate (150 mg, 0.64 mmol) in MeOH (2 mL) and water (2 mL) was added LiOH (55 mg, 1.31 mmol) at 20° C. The mixture was heated to 60° C. for 1 h. The reaction solution was concentrated and purified via prep-HPLC to give the title compound (60 mg, Yield 42.5%). LCMS (m/z): 222 (M+1). Starting materials: S1C2C(C=C1C(C)=O)SC=C2 (1-(3a,6a-Dihydro-thieno[3,2-b]thiophen-2-yl)-ethanone), [Br-].[Br-].[Br-].C1(=CC=CC=C1)[N+](C)(C)C.C1(=CC=CC=C1)[N+](C)(C)C.C1(=CC=CC=C1)[N+](C)(C)C (phenyltrimethylammonium tribromide). Run in C1CCOC1 (THF). Run at time 1 hour. Yields the product BrCC(=O)C1=CC2C(S1)C=CS2 (2-Bromo-1-(3a,6a-dihydro-thieno[3,2-b]thiophen-2-yl)-ethanone). As a reaction SMILES: [S:1]1[C:5]([C:6](=[O:8])[CH3:7])=[CH:4][CH:3]2[S:9][CH:10]=[CH:11][CH:2]12.[Br-:12].[Br-].[Br-].C1([N+](C)(C)C)C=CC=CC=1.C1([N+](C)(C)C)C=CC=CC=1.C1([N+](C)(C)C)C=CC=CC=1>C1COCC1>[Br:12][CH2:7][C:6]([C:5]1[S:1][CH:2]2[CH:11]=[CH:10][S:9][CH:3]2[CH:4]=1)=[O:8] |f:1.2.3.4.5.6|. Procedure: 1-(3a,6a-Dihydro-thieno[3,2-b]thiophen-2-yl)-ethanone (453 mg, 2.48 mmol) was dissolved in THF (12 mL) and phenyltrimethylammonium tribromide (932 mg, 2.48 mmol) was added. After stirring for 1 h, the suspension was filtered over CELITE. The filtrate was diluted with diethyl ether, then washed with saturated aqueous NaHCO3 and brine then dried over MgSO4, filtered and concentrated to afford the title compound which was carried on without purification. Reactants: Cl.N1CC(C1)O (azetidin-3-ol hydrochloride), ClC1=C(C(=O)OC)C=C(C=N1)C(F)(F)F (methyl 2-chloro-5-(trifluoromethyl)nicotinate). The product is OC1CN(C1)C1=C(C(=O)OC)C=C(C=N1)C(F)(F)F (methyl 2-(3-hydroxyazetidin-1-yl)-5-(trifluoromethyl)nicotinate). Isolated yield 82.6%. As a reaction SMILES: Cl.[NH:2]1[CH2:5][CH:4]([OH:6])[CH2:3]1.Cl[C:8]1[N:17]=[CH:16][C:15]([C:18]([F:21])([F:20])[F:19])=[CH:14][C:9]=1[C:10]([O:12][CH3:13])=[O:11]>>[OH:6][CH:4]1[CH2:5][N:2]([C:8]2[N:17]=[CH:16][C:15]([C:18]([F:21])([F:19])[F:20])=[CH:14][C:9]=2[C:10]([O:12][CH3:13])=[O:11])[CH2:3]1 |f:0.1|. Procedure: The title compound (D67) (4.0 g) was prepared according to the experimental procedure described in Description 62 starting from azetidin-3-ol hydrochloride (2.3 g, 21.03 mmol) and methyl 2-chloro-5-(trifluoromethyl)nicotinate (D66) (4.2 g, 17.53 mmol) Reactants: CN(C(OC(C)(C)C)=O)C1=C(C=CC(=C1)OC1=C(C=CC=C1)C1=CC=CC=C1)[N+](=O)[O-] (t-butyl N-methyl-N-[2-nitro-5-(2-phenylphenoxy)phenyl]carbamate), 7/3. The reagents and catalysts are [Pd] (palladium on carbon). Run in C1(=CC=CC=C1)C.CO (toluene methanol). Yields the product NC1=C(C=C(C=C1)OC1=C(C=CC=C1)C1=CC=CC=C1)N(C(OC(C)(C)C)=O)C (t-Butyl N-[2-amino-5-(2-phenylphenoxy)phenyl]-N-methylcarbamate). Isolated yield 89.5%. Reaction SMILES: [CH3:1][N:2]([C:10]1[CH:15]=[C:14]([O:16][C:17]2[CH:22]=[CH:21][CH:20]=[CH:19][C:18]=2[C:23]2[CH:28]=[CH:27][CH:26]=[CH:25][CH:24]=2)[CH:13]=[CH:12][C:11]=1[N+:29]([O-])=O)[C:3](=[O:9])[O:4][C:5]([CH3:8])([CH3:7])[CH3:6]>[Pd].C1(C)C=CC=CC=1.CO>[NH2:29][C:11]1[CH:12]=[CH:13][C:14]([O:16][C:17]2[CH:22]=[CH:21][CH:20]=[CH:19][C:18]=2[C:23]2[CH:28]=[CH:27][CH:26]=[CH:25][CH:24]=2)=[CH:15][C:10]=1[N:2]([CH3:1])[C:3](=[O:9])[O:4][C:5]([CH3:6])([CH3:7])[CH3:8] |f:2.3|. Procedure details: In a similar manner to that described in Reference Example 7, a reaction was carried out using t-butyl N-methyl-N-[2-nitro-5-(2-phenylphenoxy)phenyl]carbamate (8.3 g), palladium on carbon (10%, 0.66 g) and toluene/methanol=7/3 (100 ml) and the reaction mixture was purified to give the title compound (6.9 g). Reactants: CN1CCCCC1, CC(C)OC(=O)NC(C(=O)O)C(C)C, CC(C)COC(=O)Cl, ClCCl, CC(N)c1cc2cc(F)ccc2s1. Product: CC(C)OC(=O)NC(C(=O)NC(C)c1cc2cc(F)ccc2s1)C(C)C. Reaction SMILES: [CH3:1][N:2]1[CH2:3][CH2:4][CH2:5][CH2:6][CH2:7]1.[CH:8]([CH3:9])([CH3:10])[O:11][C:12](=[O:13])[NH:14][CH:15]([CH:16]([CH3:17])[CH3:18])[C:19](=[O:20])[OH:21].[Cl:22][C:23]([O:24][CH2:25][CH:26]([CH3:27])[CH3:28])=[O:29].[Cl:43][CH2:44][Cl:45].[F:30][c:31]1[cH:32][c:33]2[c:34]([s:35][c:36]([CH:38]([CH3:39])[NH2:40])[cH:37]2)[cH:41][cH:42]1>>[CH:8]([CH3:9])([CH3:10])[O:11][C:12](=[O:13])[NH:14][CH:15]([CH:16]([CH3:17])[CH3:18])[C:19](=[O:21])[NH:40][CH:38]([c:36]1[s:35][c:34]2[c:33]([cH:32][c:31]([F:30])[cH:42][cH:41]2)[cH:37]1)[CH3:39]. Starting materials: OC1=CC(OC(=C1)C)=O (4-hydroxy-6-methyl-2-pyrone), FC=1C=C(CN)C=CC1 (3-fluorobenzylamine). The solvent is C(CCC)O (n-butanol). Product: FC=1C=C(CN2C(C=C(C=C2C)O)=O)C=CC1 (1-(3-fluorobenzyl)-4-hydroxy-6-methylpyridin-2(1H)-one). Yield: 18.4%. Reaction SMILES: [OH:1][C:2]1[CH:7]=[C:6]([CH3:8])O[C:4](=[O:9])[CH:3]=1.[F:10][C:11]1[CH:12]=[C:13]([CH:16]=[CH:17][CH:18]=1)[CH2:14][NH2:15]>C(O)CCC>[F:10][C:11]1[CH:12]=[C:13]([CH:16]=[CH:17][CH:18]=1)[CH2:14][N:15]1[C:6]([CH3:8])=[CH:7][C:2]([OH:1])=[CH:3][C:4]1=[O:9]. Procedure: A mixture of 4-hydroxy-6-methyl-2-pyrone (2.5 g, 0.02 mol) and 3-fluorobenzylamine (2.5 g, 0.02 mol) in n-butanol (15.0 mL) was heated to reflux for 16 h under argon atmosphere. Butanol wad distilled in vacuo, the residue was triturated with EtOAc, cooled and filterd the precipitate. It was washed with cold EtOAc, and dried to give 0.86 g of the title compound as a pale yellow powder: 1H-NMR (CD3OD/400 MHz) δ 7.31 (m, 1H), 7.0-6.85 (m, 2H), 6.83 (d, 1H, J=9.6 Hz), 5.96 (d, 1H, j=2.0 Hz), 5.80 (d... Reactants: [H-].[Na+] (sodium hydride), solution, ClC1=NC=NC(=C1)OC(CC(C)(C)C)C (4-chloro-6-(1,3,3-trimethylbutoxy)pyrimidine), solution, C(C#CC)O (2-butyn-1-ol), [Cl-].[NH4+] (ammonium chloride). The solvent is O1CCCC1 (tetrahydrofuran), O1CCCC1 (tetrahydrofuran), O1CCCC1 (tetrahydrofuran). Run at time 10 minute. Product: C(C#CC)OC1=NC=NC(=C1)OC(CC(C)(C)C)C (4-(2-butynyloxy)-6-(1,3,3-trimethylbutyloxy)pyrimidine). Reaction SMILES: [H-].[Na+].[CH2:3]([OH:7])[C:4]#[C:5][CH3:6].Cl[C:9]1[CH:14]=[C:13]([O:15][CH:16]([CH3:22])[CH2:17][C:18]([CH3:21])([CH3:20])[CH3:19])[N:12]=[CH:11][N:10]=1.[Cl-].[NH4+]>O1CCCC1>[CH2:3]([O:7][C:9]1[CH:14]=[C:13]([O:15][CH:16]([CH3:22])[CH2:17][C:18]([CH3:21])([CH3:20])[CH3:19])[N:12]=[CH:11][N:10]=1)[C:4]#[C:5][CH3:6] |f:0.1,4.5|. Reported procedure: In 2 ml of tetrahydrofuran was suspended 0.03 g of sodium hydride (60% in oil), to which 0.5 ml of a solution containing 0.05 g of 2-butyn-1-ol in tetrahydrofuran was added dropwise at room temperature, followed by stirring for 10 minutes. To this was added dropwise 0.5 ml of a solution containing the above 4-chloro-6-(1,3,3-trimethylbutoxy)pyrimidine in tetrahydrofuran, followed by stirring at room temperature for 4 hour. The reaction mixture was then poured into a saturated aqueous ammonium ch... Starting materials: FC1=C(C=CC(=C1)F)N1C=C(C(C2=CC(=C(N=C12)N1CCNCC1)F)=O)C(=O)OCC (ethyl 1-(2,4-difluorophenyl)-6-fluoro-1,4-dihydro-4-oxo-7-(1-piperazinyl)-1,8-naphthyridine-3-carboxylate), O (water), Cl (hydrochloric acid). Yields the product Cl.FC1=C(C=CC(=C1)F)N1C=C(C(C2=CC(=C(N=C12)N1CCNCC1)F)=O)C(=O)O (1-(2,4-difluorophenyl)-6-fluoro-1,4-dihydro-4-oxo-7-(1-piperazinyl)-1,8-naphthyridine-3-carboxylic acid hydrochloride). The yield is 93.2%. RXN SMILES: [F:1][C:2]1[CH:7]=[C:6]([F:8])[CH:5]=[CH:4][C:3]=1[N:9]1[C:18]2[C:13](=[CH:14][C:15]([F:25])=[C:16]([N:19]3[CH2:24][CH2:23][NH:22][CH2:21][CH2:20]3)[N:17]=2)[C:12](=[O:26])[C:11]([C:27]([O:29]CC)=[O:28])=[CH:10]1.O.[ClH:33]>>[ClH:33].[F:1][C:2]1[CH:7]=[C:6]([F:8])[CH:5]=[CH:4][C:3]=1[N:9]1[C:18]2[C:13](=[CH:14][C:15]([F:25])=[C:16]([N:19]3[CH2:24][CH2:23][NH:22][CH2:21][CH2:20]3)[N:17]=2)[C:12](=[O:26])[C:11]([C:27]([OH:29])=[O:28])=[CH:10]1 |f:3.4|. Procedure: In 1.2 ml of 6N hydrochloric acid was suspended 200 mg of ethyl 1-(2,4-difluorophenyl)-6-fluoro-1,4-dihydro-4-oxo-7-(1-piperazinyl)-1,8-naphthyridine-3-carboxylate, and the resulting suspension was subjected to reaction under reflux for 2 hours. Subsequently, 2 ml of water was added thereto and crystals were collected by filtration and washed with 1 ml of water to obtain 190 mg (yield 93.2%) of 1-(2,4-difluorophenyl)-6-fluoro-1,4-dihydro-4-oxo-7-(1-piperazinyl)-1,8-naphthyridine-3-carboxylic aci... Reaction SMILES: C(OC([N:8]1[CH2:13][CH2:12][CH:11]([C:14]2[CH:19]=[CH:18][C:17]([C:20]3[CH:25]=[CH:24][C:23]([N:26]4[CH2:31][CH2:30][O:29][CH2:28][CH2:27]4)=[CH:22][CH:21]=3)=[CH:16][N:15]=2)[CH2:10][CH2:9]1)=O)(C)(C)C.C(O)(C(F)(F)F)=O.O.[OH-].[Na+]>C(Cl)Cl>[N:26]1([C:23]2[CH:24]=[CH:25][C:20]([C:17]3[CH:18]=[CH:19][C:14]([CH:11]4[CH2:12][CH2:13][NH:8][CH2:9][CH2:10]4)=[N:15][CH:16]=3)=[CH:21][CH:22]=2)[CH2:27][CH2:28][O:29][CH2:30][CH2:31]1 |f:3.4|. Conditions: time 1 hour. Isolated yield 99.1%. The product is N1(CCOCC1)C1=CC=C(C=C1)C=1C=CC(=NC1)C1CCNCC1 (5-(4-Morpholin-4-ylphenyl)-1′,2′,3′,4′,5′,6′-hexahydro-[2,4′]bipyridinyl). The reactants are C(C)(C)(C)OC(=O)N1CCC(CC1)C1=NC=C(C=C1)C1=CC=C(C=C1)N1CCOCC1 (5-(4-Morpholin-4-ylphenyl)-3′,4′,5′,6′-tetrahydro-2′H-[2,4′]bipyridinyl-1′-carboxylic acid tert-butyl ester), O (Water), [OH-].[Na+] (NaOH), C(=O)(C(F)(F)F)O (TFA). The solvent is C(Cl)Cl (DCM). Procedure: 5-(4-Morpholin-4-ylphenyl)-3′,4′,5′,6′-tetrahydro-2′H-[2,4′]bipyridinyl-1′-carboxylic acid tert-butyl ester (0.37 g, 0.874 mmol) was dissolved in DCM (12 mL), TFA (4 mL) was added and the reaction mixture was stirred at RT for 1 hour, until all starting material had disappeared. Water and 1 N NaOH was added until pH=12. After extraction with DCM (4×40 mL) the DCM phase was dried with Na2CO3, filtered and evaporated to give 280 mg (100%) white crystals.